describe an organic reaction: reactants, conditions, products, and yield From a dataset of the Open Reaction Database (ORD), a public repository of structured organic reaction records. Starting materials: COC(=O)CCCCCCCCCBr, C1CCOC1, CO, CCOC(C)=O, CCN(C(C)C)C(C)C, [Cl-], Cl, [Na+], O=C(O)c1ccc(S)cc1. Yields the product COC(=O)CCCCCCCCCSc1ccc(C(=O)O)cc1. RXN SMILES: [Br:20][CH2:21][CH2:22][CH2:23][CH2:24][CH2:25][CH2:26][CH2:27][CH2:28][CH2:29][C:30](=[O:31])[O:32][CH3:33].[CH2:37]1[O:38][CH2:39][CH2:40][CH2:41]1.[CH3:42][OH:43].[CH3:44][CH2:45][O:46][C:47]([CH3:48])=[O:49].[CH:11]([N:12]([CH2:13][CH3:14])[CH:15]([CH3:16])[CH3:17])([CH3:18])[CH3:19].[Cl-:35].[ClH:34].[Na+:36].[SH:1][c:2]1[cH:3][cH:4][c:5]([C:6](=[O:7])[OH:8])[cH:9][cH:10]1>>[S:1]([c:2]1[cH:3][cH:4][c:5]([C:6](=[O:7])[OH:8])[cH:9][cH:10]1)[CH2:21][CH2:22][CH2:23][CH2:24][CH2:25][CH2:26][CH2:27][CH2:28][CH2:29][C:30](=[O:31])[O:32][CH3:33]. Reactants: [BH4-], ClCCl, O=CC1CC1CN1CCN(c2csc3cc(C(F)(F)F)ccc23)CC1, NCCCn1ccnc1. Yields the product FC(F)(F)c1ccc2c(N3CCN(CC4CC4CNCCCn4ccnc4)CC3)csc2c1. As a reaction SMILES: [BH4-:35].[CH2:36]([Cl:37])[Cl:38].[F:1][C:2]([c:3]1[cH:4][cH:5][c:6]2[c:7]([s:8][cH:9][c:10]2[N:11]2[CH2:12][CH2:13][N:14]([CH2:17][CH:18]3[CH:19]([CH:21]=[O:22])[CH2:20]3)[CH2:15][CH2:16]2)[cH:23]1)([F:24])[F:25].[NH2:26][CH2:27][CH2:28][CH2:29][n:30]1[cH:31][n:32][cH:33][cH:34]1>>[F:1][C:2]([c:3]1[cH:4][cH:5][c:6]2[c:7]([s:8][cH:9][c:10]2[N:11]2[CH2:12][CH2:13][N:14]([CH2:17][CH:18]3[CH:19]([CH2:21][NH:26][CH2:27][CH2:28][CH2:29][n:30]4[cH:31][n:32][cH:33][cH:34]4)[CH2:20]3)[CH2:15][CH2:16]2)[cH:23]1)([F:24])[F:25]. The reactants are COC(Cl)Cl (dichloromethyl methyl ether), C(#N)C1=CC2=CC(=CC=C2C=C1)OC (2-cyano-7-methoxynaphthalene), O (Water). The reagents and catalysts are [Ti](Cl)(Cl)(Cl)Cl (titanium tetrachloride). Run in ClCCl (dichloro- methane). Conditions: time 30 minute. The product is C(#N)C1=CC=C2C=CC(=C(C2=C1)C=O)OC (7-Cyano-2-methoxy-1-naphthaldehyde). Reaction SMILES: [C:1]([C:3]1[CH:12]=[CH:11][C:10]2[C:5](=[CH:6][C:7]([O:13][CH3:14])=[CH:8][CH:9]=2)[CH:4]=1)#[N:2].[CH3:15][O:16]C(Cl)Cl.O>ClCCl.[Ti](Cl)(Cl)(Cl)Cl>[C:1]([C:3]1[CH:4]=[C:5]2[C:10]([CH:9]=[CH:8][C:7]([O:13][CH3:14])=[C:6]2[CH:15]=[O:16])=[CH:11][CH:12]=1)#[N:2]. Reported procedure: Under nitrogen atmosphere, 3.7 g of 2-cyano-7-methoxynaphthalene was dissolved in 40 ml of dichloro- methane, and 6.6 ml of titanium tetrachloride and 4.6 ml of dichloromethyl methyl ether were added dropwise into the resulting solution at 0° in this order. The resulting mixture was stirred at room temperature for 30 minutes and cooled to 0° C. again. Water was added to the resulting mixture to cease the reaction, and the resulting mixture was extracted with dichloromethane (100 ml×2) The organi... Starting materials: ClC=1C=NC=CC1Cl (3,4-dichloropyridine), CN(C)C=O (DMF), C(C)(C)NC(C)C (diisopropylamine), C(CCC)[Li] (n-butyllithium), [Cl-].[NH4+] (ammonium chloride). Solvent: C1CCOC1 (THF), C1CCOC1 (THF). Run at temperature -40 celsius, time 15 minute. The product is ClC1=C(C=NC=C1Cl)C=O (4,5-Dichloropyridine-3-carbaldehyde), solid. The yield is 63.0%. As a reaction SMILES: C(NC(C)C)(C)C.C([Li])CCC.[Cl:13][C:14]1[CH:15]=[N:16][CH:17]=[CH:18][C:19]=1[Cl:20].CN([CH:24]=[O:25])C.[Cl-].[NH4+]>C1COCC1>[Cl:20][C:19]1[C:14]([Cl:13])=[CH:15][N:16]=[CH:17][C:18]=1[CH:24]=[O:25] |f:4.5|. Reported procedure: To a solution of diisopropylamine (10.73 ml, 75.9 mmol) in THF (60 ml) at −40° C., was added n-butyllithium (47.45 ml, 75.9 mmol, 1.6M in hexanes) and the solution was stirred for 15 min at −40° C., before cooling to −70° C. A solution of 3,4-dichloropyridine (10.7 g, 72.3 mmol) in THF (30 ml) was added dropwise to maintain the temperature below −65° C. The reaction was stirred at −70° C. for 2 hours before the addition of DMF (6.74 ml, 86.8 mmol). The reaction was then stirred at −40° C. for 1 ... The reactants are COc1ccccc1Oc1c(Cl)nc(N2CCN(C=O)CC2)nc1NS(=O)(=O)c1ccc(C(C)(C)C)cc1, CS(C)=O, Cl, [Na], O, CC(NC(=O)CO)c1ccccc1. Yields the product COc1ccccc1Oc1c(NS(=O)(=O)c2ccc(C(C)(C)C)cc2)nc(N2CCN(C=O)CC2)nc1OCC(=O)NC(C)c1ccccc1. RXN SMILES: [C:15]([CH3:16])([CH3:17])([CH3:18])[c:19]1[cH:20][cH:21][c:22]([S:25](=[O:26])(=[O:27])[NH:28][c:29]2[n:30][c:31]([N:45]3[CH2:46][CH2:47][N:48]([CH:51]=[O:52])[CH2:49][CH2:50]3)[n:32][c:33]([Cl:44])[c:34]2[O:35][c:36]2[c:37]([O:42][CH3:43])[cH:38][cH:39][cH:40][cH:41]2)[cH:23][cH:24]1.[CH3:54][S:55](=[O:56])[CH3:57].[ClH:53].[Na:14].[OH2:58].[c:1]1([CH:7]([CH3:8])[NH:9][C:10]([CH2:11][OH:12])=[O:13])[cH:2][cH:3][cH:4][cH:5][cH:6]1>>[c:1]1([CH:7]([CH3:8])[NH:9][C:10]([CH2:11][O:12][c:33]2[n:32][c:31]([N:45]3[CH2:46][CH2:47][N:48]([CH:51]=[O:52])[CH2:49][CH2:50]3)[n:30][c:29]([NH:28][S:25]([c:22]3[cH:21][cH:20][c:19]([C:15]([CH3:16])([CH3:17])[CH3:18])[cH:24][cH:23]3)(=[O:26])=[O:27])[c:34]2[O:35][c:36]2[c:37]([O:42][CH3:43])[cH:38][cH:39][cH:40][cH:41]2)=[O:13])[cH:2][cH:3][cH:4][cH:5][cH:6]1. The reactants are CN(S(=O)(=O)N1C(=NC=C1SC1=CC=CC=C1)[Si](C)(C)C(C)(C)C)C (2-(t-butyldimethylsilyl)-5-phenylsulfanylimidazole-1-sulfonic acid dimethylamide), C1CCOC1 (THF), CCCC[N+](CCCC)(CCCC)CCCC.[F-] (TBAF). Conditions: temperature 0 celsius, time 8 hour. Product: CN(S(=O)(=O)N1C(=NC=C1C=O)[Si](C)(C)C(C)(C)C)C (1-dimethylsulfamoyl-2-t-butyldimethylsilyl-5-imidazolecarboxaldehyde), C1(=CC=CC=C1)SC1=CN=CN1 (5-phenylsulfanyl-1H-imidazole). As a reaction SMILES: [CH3:1][N:2]([CH3:25])[S:3]([N:6]1[C:10]([S:11][C:12]2[CH:17]=[CH:16][CH:15]=[CH:14][CH:13]=2)=[CH:9][N:8]=[C:7]1[Si:18]([C:21]([CH3:24])([CH3:23])[CH3:22])([CH3:20])[CH3:19])(=[O:5])=[O:4].CCCC[N+](CCCC)(CCCC)CCCC.[F-].C1C[O:47][CH2:46]C1>>[CH3:25][N:2]([CH3:1])[S:3]([N:6]1[C:10]([CH:46]=[O:47])=[CH:9][N:8]=[C:7]1[Si:18]([C:21]([CH3:23])([CH3:24])[CH3:22])([CH3:19])[CH3:20])(=[O:5])=[O:4].[C:12]1([S:11][C:10]2[NH:6][CH:7]=[N:8][CH:9]=2)[CH:13]=[CH:14][CH:15]=[CH:16][CH:17]=1 |f:1.2|. Reported procedure: 1-(N,N-dimethylsulfamoyl)imidazole (1.5 g, 8.6 mmol) was taken up in 28 mL of THF. The solution was cooled to −78° C. and n-BuLi (5.4 mL, 8.6 mmol) added dropwise via syringe. After stirring at −78° C. for 1 h TBSCl (1.3 g, 8.56 mmol) in 10 mL of THF was added. The bath was removed and the reaction allowed to warm-up to rt. The reaction mixture was stirred overnight. The reaction mixture was cooled to −20° C. and n-BuLi (5.4 mL, 8.6 mmol) added. After 45 min phenyldisulfide (1.9 g, 8.6 mmol) in ... Reactants: FC1=CC=C2CCNC2=C1C (6-fluoro-7-methyl-indoline), ClC1=NC=NC2=CC(=C(C=C12)OC)OC (4-chloro-6,7-dimethoxy-quinazoline), Cl (HCl). The solvent is CN1C(CCC1)=O (N-methyl-pyrrolidinone). Product: Cl.FC1=CC=C2CCN(C2=C1C)C1=NC=NC2=CC(=C(C=C12)OC)OC (4-(6-Fluoro-7-methyl-2,3-dihydro-indol-1-yl)-6,7-dimethoxy-quinazoline hydrochloride salt). Isolated yield 58.0%. Reaction SMILES: Cl.[F:2][C:3]1[C:11]([CH3:12])=[C:10]2[C:6]([CH2:7][CH2:8][NH:9]2)=[CH:5][CH:4]=1.[Cl:13][C:14]1[C:23]2[C:18](=[CH:19][C:20]([O:26][CH3:27])=[C:21]([O:24][CH3:25])[CH:22]=2)[N:17]=[CH:16][N:15]=1>CN1CCCC1=O>[ClH:13].[F:2][C:3]1[C:11]([CH3:12])=[C:10]2[C:6]([CH2:7][CH2:8][N:9]2[C:14]2[C:23]3[C:18](=[CH:19][C:20]([O:26][CH3:27])=[C:21]([O:24][CH3:25])[CH:22]=3)[N:17]=[CH:16][N:15]=2)=[CH:5][CH:4]=1 |f:4.5|. Reported procedure: Utilizing a procedure analogous to that described in Example 47 (with conversion to the HCl salt analogous to Example 2), this product was prepared in 58% yield from 6-fluoro-7-methyl-indoline (1.1 eq.), and 4-chloro-6,7-dimethoxy-quinazoline (1.0 eq) in N-methyl-pyrrolidinone. (M.P. 220°-225° C.; LC-MS: 340 (MH+); anal. RP18-HPLC RT: 4.63 min.). The reactants are OC=1C=C(C=CC1)C(C(=O)O)OC ((RS)-(3-Hydroxy-phenyl)-methoxy-acetic acid), NCC1=CC=C(C#N)C=C1 (4-aminomethyl benzonitrile). Yields the product C(#N)C1=CC=C(CNC(C(OC)C2=CC(=CC=C2)O)=O)C=C1 ((RS)-N-(4-cyano-benzyl)-2-(3-hydroxy-phenyl)-2-methoxy-acetamide). RXN SMILES: [OH:1][C:2]1[CH:3]=[C:4]([CH:8]([O:12][CH3:13])[C:9]([OH:11])=O)[CH:5]=[CH:6][CH:7]=1.[NH2:14][CH2:15][C:16]1[CH:23]=[CH:22][C:19]([C:20]#[N:21])=[CH:18][CH:17]=1>>[C:15]([C:16]1[CH:23]=[CH:22][C:19]([CH2:20][NH:21][C:9](=[O:11])[CH:8]([C:4]2[CH:5]=[CH:6][CH:7]=[C:2]([OH:1])[CH:3]=2)[O:12][CH3:13])=[CH:18][CH:17]=1)#[N:14]. Procedure: (RS)-(3-Hydroxy-phenyl)-methoxy-acetic acid was coupled with 4-aminomethyl benzonitrile according to general procedure B to give (RS)-N-(4-cyano-benzyl)-2-(3-hydroxy-phenyl)-2-methoxy-acetamide. Colorless oil.